This data is from the Open Reaction Database (ORD), a public repository of structured organic reaction records. The task is: describe an organic reaction: reactants, conditions, products, and yield Product: C(CC)(=O)NS(=O)(=O)Cl (Propionylsulfamoyl Chloride). Reactants: CCC(=O)O (n-Propionic acid), ClS(=O)(=O)N=C=O (chlorosulfonyl isocyanate). Solvent: C1=CC=CC=C1 (benzene). The yield is 99.6%. Reported procedure: n-Propionic acid (0.741 g, 10 mmol) was added slowly dropwise to chlorosulfonyl isocyanate (1.42 g, 10 mmol), with ice/water bath cooling as required to maintain gentle gas evolution. After the addition was complete, the residue was taken up in benzene (10 mL) and the mixture concentrated in vacuo to provide the title compound (1.71 g, quantitative) as a crystalline, hygroscopic solid. Reaction SMILES: [CH3:1][CH2:2][C:3]([OH:5])=O.[Cl:6][S:7]([N:10]=C=O)(=[O:9])=[O:8]>C1C=CC=CC=1>[C:3]([NH:10][S:7]([Cl:6])(=[O:9])=[O:8])(=[O:5])[CH2:2][CH3:1]. Reactants: [H-].[Na+] (Sodium hydride), [Cl-].[NH4+] (ammonium chloride), [H-].[Na+] (sodium hydride), COC(CC1=CC=C(C=C1)Br)=O (2-(4-bromophenyl)acetic acid methyl ester), BrCCOCCBr (bis(2-bromoethyl)ether). Solvent: CN(C)C=O (DMF). Conditions: temperature 0 celsius, time 30 minute. Product: COC(=O)C1(CCOCC1)C1=CC=C(C=C1)Br (4-(4-bromophenyl)-tetrahydro-2H-pyran-4-carboxylic acid methyl ester). As a reaction SMILES: [H-].[Na+].[CH3:3][O:4][C:5](=[O:14])[CH2:6][C:7]1[CH:12]=[CH:11][C:10]([Br:13])=[CH:9][CH:8]=1.Br[CH2:16][CH2:17][O:18][CH2:19][CH2:20]Br.[Cl-].[NH4+]>CN(C=O)C>[CH3:3][O:4][C:5]([C:6]1([C:7]2[CH:12]=[CH:11][C:10]([Br:13])=[CH:9][CH:8]=2)[CH2:20][CH2:19][O:18][CH2:17][CH2:16]1)=[O:14] |f:0.1,4.5|. Procedure details: Under an argon atmosphere, sodium hydride (60 wt %) (240 mg) was added to a solution of 2-(4-bromophenyl)acetic acid methyl ester (916 mg) in anhydrous DMF (20 ml) at 0° C., and the resulting mixture was stirred at 0° C. for 30 minutes. To the reaction solution, bis(2-bromoethyl)ether (0.70 mL) was added, and the resulting mixture was stirred at 0° C. for 1 hour. Sodium hydride (60 wt %) (240 mg) was added thereto and the resulting mixture was further stirred at 0° C. for 1 hour. Saturated aqueo... Run in C(Cl)Cl (methylene chloride). Procedure details: A mixture of 6.3 g. 4-methoxy-2,1-benzisothiazole, 28.5 g. boron tribromide, and 180 ml. methylene chloride was heated at reflux temperature 17 hours to give 5.1 g. 4-hydroxy-2,1-benzisothiazole as a yellow solid, mp. 184.5°-186.5° after recrystallization from benzene. This structure was confirmed by nmr. As a reaction SMILES: C[O:2][C:3]1[C:8]2=[CH:9][S:10][N:11]=[C:7]2[CH:6]=[CH:5][CH:4]=1.B(Br)(Br)Br>C(Cl)Cl>[OH:2][C:3]1[C:8]2=[CH:9][S:10][N:11]=[C:7]2[CH:6]=[CH:5][CH:4]=1. Starting materials: COC1=CC=CC=2C1=CSN2 (4-methoxy-2,1-benzisothiazole), B(Br)(Br)Br (boron tribromide). The product is OC1=CC=CC=2C1=CSN2 (4-hydroxy-2,1-benzisothiazole). Product: N#Cc1cc([N+](=O)[O-])cc(S(=O)(=O)Cl)c1. Starting materials: CC(=O)O, Cl[Cu]Cl, Cl, O=N[O-], N#Cc1cc(N)cc([N+](=O)[O-])c1, [Na+], O=S=O, O. RXN SMILES: [CH3:22][C:23](=[O:24])[OH:25].[Cl:26][Cu:27][Cl:28].[ClH:1].[N:14]([O-:15])=[O:16].[NH2:2][c:3]1[cH:4][c:5]([C:6]#[N:7])[cH:8][c:9]([N+:11](=[O:12])[O-:13])[cH:10]1.[Na+:17].[O:18]=[S:19]=[O:20].[OH2:21]>>[Cl:1][S:19]([c:3]1[cH:4][c:5]([C:6]#[N:7])[cH:8][c:9]([N+:11](=[O:12])[O-:13])[cH:10]1)(=[O:18])=[O:20]. Reactants: C(C(=O)CC(=O)O)C(=O)O (1,3-acetonedicarboxylic acid), C[C@H](C1=CC=CC=C1)N ((R)-a-methylbenzylamine), Cl (hydrochloric acid), COC1OC(CC1)OC (2,5-dimethoxytetrahydrofuran), C([O-])([O-])=O.[Na+].[Na+] (sodium carbonate). Reagents/catalysts: Cl (hydrochloric acid). The solvent is O (water), O (water). The product is C1(=CC=CC=C1)C(C)N1[C@H]2CC(CC1CC2)=O ((R)-8-(1-phenylethyl)-8-azabicyclo[3.2.1]octan-3-one). As a reaction SMILES: CO[CH:3]1[CH2:7][CH2:6][CH:5](OC)[O:4]1.[CH3:10][C@@H:11]([NH2:18])[C:12]1[CH:17]=[CH:16][CH:15]=[CH:14][CH:13]=1.Cl.[CH2:20]([C:27](O)=O)[C:21](CC(O)=O)=O.C(=O)([O-])[O-].[Na+].[Na+]>Cl.O>[C:12]1([CH:11]([N:18]2[CH:6]3[CH2:5][CH2:27][C@@H:20]2[CH2:21][C:3](=[O:4])[CH2:7]3)[CH3:10])[CH:17]=[CH:16][CH:15]=[CH:14][CH:13]=1 |f:4.5.6|. Procedure details: Three drops of 5M hydrochloric acid were added to a mixture of 2,5-dimethoxytetrahydrofuran (16.5 g) and water (70 ml). A cooled mixture of (R)-a-methylbenzylamine (15.125 g) and 5M hydrochloric acid (30 ml) was then added followed by 1,3-acetonedicarboxylic acid (18.26 g) sodium acetate (10 g) and water (100 ml). After 5 days the mixture was basified with aqueous sodium carbonate solution and extracted with ethyl acetate. The extracts were washed with brine, dried (MgSO4) and evaporated under r... The reactants are Cl.Cl.NC1=CC(=C(C(=O)NCC2CCNCC2)C=C1Cl)OC (4-Amino-5-chloro-2-methoxy-N-(piperidin-4-ylmethyl)benzamide dihydrochloride), C(C1=CC=CC=C1)S(=O)(=O)CCCCCCl (5-benzylsulfonylpentyl chloride). The product is NC1=CC(=C(C(=O)NCC2CCN(CC2)CCCCCS(=O)(=O)CC2=CC=CC=C2)C=C1Cl)OC (4-amino-5-chloro-2-methoxy-N-((1-(5-benzylsulfonylpentyl)piperidin-4-yl)methyl)-benzamide). RXN SMILES: Cl.Cl.[NH2:3][C:4]1[C:19]([Cl:20])=[CH:18][C:7]([C:8]([NH:10][CH2:11][CH:12]2[CH2:17][CH2:16][NH:15][CH2:14][CH2:13]2)=[O:9])=[C:6]([O:21][CH3:22])[CH:5]=1.[CH2:23]([S:30]([CH2:33][CH2:34][CH2:35][CH2:36][CH2:37]Cl)(=[O:32])=[O:31])[C:24]1[CH:29]=[CH:28][CH:27]=[CH:26][CH:25]=1>>[NH2:3][C:4]1[C:19]([Cl:20])=[CH:18][C:7]([C:8]([NH:10][CH2:11][CH:12]2[CH2:13][CH2:14][N:15]([CH2:37][CH2:36][CH2:35][CH2:34][CH2:33][S:30]([CH2:23][C:24]3[CH:25]=[CH:26][CH:27]=[CH:28][CH:29]=3)(=[O:31])=[O:32])[CH2:16][CH2:17]2)=[O:9])=[C:6]([O:21][CH3:22])[CH:5]=1 |f:0.1.2|. Procedure: 4-Amino-5-chloro-2-methoxy-N-(piperidin-4-ylmethyl)benzamide dihydrochloride and 5-benzylsulfonylpentyl chloride were reacted and treated in the same manner as in Example 199 to give 4-amino-5-chloro-2-methoxy-N-((1-(5-benzylsulfonylpentyl)piperidin-4-yl)methyl)-benzamide. Run in O (water), C(C)O (ethanol). Procedure details: A stirred solution of 7.0 grams (0.038 mole) of 4-chlorophenylacetic acid hydrazide, 3.0 grams (0.039 mole) of carbon disulfide and 2.8 grams (0.050 mole) of potassium hydroxide in 10 ml of water and 200 ml of ethanol was heated under reflux for four hours. The ethanol was removed under reduced pressure. The concentrate was taken up in water and the mixture washed with diethyl ether. The aqueous layer was acidified with aqueous 5% hydrochloric acid and then was extracted with diethyl ether. The ... Reaction SMILES: [Cl:1][C:2]1[CH:7]=[CH:6][C:5]([CH2:8][C:9]([NH:11][NH2:12])=[O:10])=[CH:4][CH:3]=1.[C:13](=S)=[S:14].[OH-].[K+]>O.C(O)C>[Cl:1][C:2]1[CH:3]=[CH:4][C:5]([CH2:8][C:9]2[O:10][C:13]([SH:14])=[N:12][N:11]=2)=[CH:6][CH:7]=1 |f:2.3|. Starting materials: ClC1=CC=C(C=C1)CC(=O)NN (4-chlorophenylacetic acid hydrazide), C(=S)=S (carbon disulfide), [OH-].[K+] (potassium hydroxide). The product is ClC1=CC=C(C=C1)CC=1OC(=NN1)S (2-(4-chlorophenylmethyl)-5-mercapto-1,3,4-oxadiazole). The yield is 45.3%. The reactants are C(C1=CC=CC=C1)OC(=O)N1CCN(CC1)C1=NC=C(C=C1C(F)(F)F)Br (4-(5-Bromo-3-trifluoromethyl-pyridin-2-yl)-piperazine-1-carboxylic acid benzyl ester), C(C)(=O)N (acetamide), C1(=CC=CC=C1)P(C1=CC=CC=2C(C3=CC=CC(=C3OC12)P(C1=CC=CC=C1)C1=CC=CC=C1)(C)C)C1=CC=CC=C1 (4,5-bis (diphenylphosphino)-9,9-dimethylxanthene), C([O-])([O-])=O.[Cs+].[Cs+] (cesium carbonate). Reagents/catalysts: C1=CC=C(C=C1)/C=C/C(=O)/C=C/C2=CC=CC=C2.C1=CC=C(C=C1)/C=C/C(=O)/C=C/C2=CC=CC=C2.C1=CC=C(C=C1)/C=C/C(=O)/C=C/C2=CC=CC=C2.C(Cl)(Cl)Cl.[Pd].[Pd] (tris (dibenzylideneacetone) dipalladium (0) chloroform adduct). The solvent is O1CCOCC1 (1,4-dioxane). Product: C(C1=CC=CC=C1)OC(=O)N1CCN(CC1)C1=NC=C(C=C1C(F)(F)F)NC(C)=O (4-(5-Acetylamino-3-trifluoromethyl-pyridin-2-yl)-piperazine-1-carboxylic acid benzyl ester). Reaction SMILES: [CH2:1]([O:8][C:9]([N:11]1[CH2:16][CH2:15][N:14]([C:17]2[C:22]([C:23]([F:26])([F:25])[F:24])=[CH:21][C:20](Br)=[CH:19][N:18]=2)[CH2:13][CH2:12]1)=[O:10])[C:2]1[CH:7]=[CH:6][CH:5]=[CH:4][CH:3]=1.[C:28]([NH2:31])(=[O:30])[CH3:29].C1(P(C2C=CC=CC=2)C2C3OC4C(=CC=CC=4P(C4C=CC=CC=4)C4C=CC=CC=4)C(C)(C)C=3C=CC=2)C=CC=CC=1.C(=O)([O-])[O-].[Cs+].[Cs+]>O1CCOCC1.C1C=CC(/C=C/C(/C=C/C2C=CC=CC=2)=O)=CC=1.C1C=CC(/C=C/C(/C=C/C2C=CC=CC=2)=O)=CC=1.C1C=CC(/C=C/C(/C=C/C2C=CC=CC=2)=O)=CC=1.C(Cl)(Cl)Cl.[Pd].[Pd]>[CH2:1]([O:8][C:9]([N:11]1[CH2:16][CH2:15][N:14]([C:17]2[C:22]([C:23]([F:26])([F:25])[F:24])=[CH:21][C:20]([NH:31][C:28](=[O:30])[CH3:29])=[CH:19][N:18]=2)[CH2:13][CH2:12]1)=[O:10])[C:2]1[CH:7]=[CH:6][CH:5]=[CH:4][CH:3]=1 |f:3.4.5,7.8.9.10.11.12|. Reported procedure: A mixture of 4-(5-bromo-3-trifluoromethyl-pyridin-2-yl)-piperazine-1-carboxylic acid benzyl ester from step (a) above (300 mg, 0.677 mmol), acetamide (60 mg, 1 mmol, Aldrich), tris (dibenzylideneacetone) dipalladium (0) chloroform adduct (70 mg, 0.068 mmol, Strem Chemicals), 4,5-bis (diphenylphosphino)-9,9-dimethylxanthene (78 mg, 0.135 mmol, Aldrich) and cesium carbonate (331 mg, 1.01 mmol, Aldrich) in 1,4-dioxane (4 mL) was subjected to microwave irradiation at 170° C. for 0.5 h. The mixture w...